From a dataset of the Open Reaction Database (ORD), a public repository of structured organic reaction records. describe an organic reaction: reactants, conditions, products, and yield Starting materials: C1CCOC1, COc1ccc(CC(=O)O)cc1SC, CN(C)C=O, O=C(Cl)C(=O)Cl. Product: COc1ccc(CC(=O)Cl)cc1SC. RXN SMILES: [CH2:26]1[O:27][CH2:28][CH2:29][CH2:30]1.[CH3:1][O:2][c:3]1[c:4]([S:13][CH3:14])[cH:5][c:6]([CH2:9][C:10](=[O:11])[OH:12])[cH:7][cH:8]1.[CH3:21][N:22]([CH3:23])[CH:24]=[O:25].[Cl:15][C:16]([C:17]([Cl:18])=[O:19])=[O:20]>>[CH3:1][O:2][c:3]1[c:4]([S:13][CH3:14])[cH:5][c:6]([CH2:9][C:10](=[O:11])[Cl:15])[cH:7][cH:8]1. Reactants: BrC=1C=CC2=C(OCCC3=C2SC(=C3)C(CC3=C(C=CC=C3)Cl)=O)C1 (1-(8-bromo-4,5-dihydrobenzo[b]thieno[2,3-d]oxepin-2-yl)-2-(2-chlorophenyl)ethanone), C(C)(=O)O (Acetic acid), ClC1=C(C=CC=C1)CC(=O)O (2-chlorophenylacetic acid), BrC=1C=CC2=C(OCCC3=C2SC(=C3)C(=O)OC)C1 (methyl 8-bromo-4,5-dihydrobenzo[b]thieno[2,3-d]oxepine-2-carboxylate). The reagents and catalysts are [Cu](Br)Br (copper(II) bromide). The solvent is C(C)(=O)OCC (ethyl acetate). Conditions: temperature 85 celsius, time 8 hour. The product is BrC=1C=CC2=C(OCCC3=C2SC(=C3)C(CC3=C(C=CC=C3)Cl)=O)C1 (1-(8-Bromo-4,5-dihydrobenzo[b]thieno[2,3-d]oxepin-2-yl)-2-(2-chlorophenyl)ethanone), BrC(C(=O)C1=CC2=C(C3=C(OCC2)C=C(C=C3)Br)S1)C1=C(C=CC=C1)Cl (2-bromo-1-(8-bromo-4,5-dihydrobenzo[b]thieno[2,3-d]oxepin-2-yl)-2-(2-chlorophenyl)ethanone). As a reaction SMILES: ClC1C=CC=CC=1CC(O)=O.[Br:12]C1C=CC2C3SC(C(OC)=O)=CC=3CCOC=2C=1.[Br:31][C:32]1[CH:33]=[CH:34][C:35]2[C:41]3[S:42][C:43]([C:45](=[O:54])[CH2:46][C:47]4[CH:52]=[CH:51][CH:50]=[CH:49][C:48]=4[Cl:53])=[CH:44][C:40]=3[CH2:39][CH2:38][O:37][C:36]=2[CH:55]=1.C(O)(=O)C>C(OCC)(=O)C.[Cu](Br)Br>[Br:31][C:32]1[CH:33]=[CH:34][C:35]2[C:41]3[S:42][C:43]([C:45](=[O:54])[CH2:46][C:47]4[CH:52]=[CH:51][CH:50]=[CH:49][C:48]=4[Cl:53])=[CH:44][C:40]=3[CH2:39][CH2:38][O:37][C:36]=2[CH:55]=1.[Br:12][CH:46]([C:47]1[CH:52]=[CH:51][CH:50]=[CH:49][C:48]=1[Cl:53])[C:45]([C:43]1[S:42][C:41]2[C:35]3[CH:34]=[CH:33][C:32]([Br:31])=[CH:55][C:36]=3[O:37][CH2:38][CH2:39][C:40]=2[CH:44]=1)=[O:54]. Reported procedure: 1-(8-Bromo-4,5-dihydrobenzo[b]thieno[2,3-d]oxepin-2-yl)-2-(2-chlorophenyl)ethanone (1.0 g, 2.3 mmol) was prepared by reaction of 2-chlorophenylacetic acid with methyl 8-bromo-4,5-dihydrobenzo[b]thieno[2,3-d]oxepine-2-carboxylate. A solution of 1-(8-bromo-4,5-dihydrobenzo[b]thieno[2,3-d]oxepin-2-yl)-2-(2-chlorophenyl)ethanone in ethyl acetate (60 mL) was treated with copper(II) bromide (1.3 g, 5.8 mmol) in one portion in 100 mL rb flask. Acetic acid (2 mL) was added, and the flask sealed and heat...